This data is from the Open Reaction Database (ORD), a public repository of structured organic reaction records. The task is: describe an organic reaction: reactants, conditions, products, and yield The reactants are ClC1=CC=C(C=C1)[C@@H]1N=C(N([C@@H]1C1=CC=C(C=C1)Cl)C(=O)Cl)C1=C(C=CC=C1)OCC ((4S,5R)-4,5-Bis-(4-chloro-phenyl)-2-(2-ethoxy-phenyl)-4,5-dihydro-imidazole-1-carbonyl chloride), C(C)(=O)N1CCNCC1 (1-acetylpiperazine). The product is ClC1=CC=C(C=C1)[C@@H]1N=C(N([C@@H]1C1=CC=C(C=C1)Cl)C(=O)N1CCN(CC1)C(C)=O)C1=C(C=CC=C1)OCC (1-{4-[(4S,5R)-4,5-Bis-(4-chloro-phenyl)-2-(2-ethoxy-phenyl)-4,5-dihydro-imidazole-1-carbonyl]-piperazin-1-yl}-ethanone). As a reaction SMILES: [Cl:1][C:2]1[CH:7]=[CH:6][C:5]([C@H:8]2[C@@H:12]([C:13]3[CH:18]=[CH:17][C:16]([Cl:19])=[CH:15][CH:14]=3)[N:11]([C:20](Cl)=[O:21])[C:10]([C:23]3[CH:28]=[CH:27][CH:26]=[CH:25][C:24]=3[O:29][CH2:30][CH3:31])=[N:9]2)=[CH:4][CH:3]=1.[C:32]([N:35]1[CH2:40][CH2:39][NH:38][CH2:37][CH2:36]1)(=[O:34])[CH3:33]>>[Cl:1][C:2]1[CH:3]=[CH:4][C:5]([C@H:8]2[C@@H:12]([C:13]3[CH:18]=[CH:17][C:16]([Cl:19])=[CH:15][CH:14]=3)[N:11]([C:20]([N:38]3[CH2:39][CH2:40][N:35]([C:32](=[O:34])[CH3:33])[CH2:36][CH2:37]3)=[O:21])[C:10]([C:23]3[CH:28]=[CH:27][CH:26]=[CH:25][C:24]=3[O:29][CH2:30][CH3:31])=[N:9]2)=[CH:6][CH:7]=1. Procedure details: 1-{4-[(4S,5R)-4,5-Bis-(4-chloro-phenyl)-2-(2-ethoxy-phenyl)-4,5-dihydro-imidazole-1-carbonyl]-piperazin-1-yl}-ethanone was prepared from (4S,5R)-4,5-bis-(4-chloro-phenyl)-2-(2-ethoxy-phenyl)-4,5-dihydro-imidazole-1-carbonyl chloride (example 7) and 1-acetylpiperazine in an analogous manner as described in example 8. HR-MS (ES, m/z) calculated for C30H31N4O3Cl2 [(M+H)+] 565.1768, observed 565.1772. Starting materials: Cl.C(CCC)[C@H]1CN(CCN1)C(=O)C1=CC=CC2=CC=CC=C12 (3(S)-Butyl-1-(1-naphthoyl)piperazine hydrochloride), N1=CC(=CC=C1)C=O (pyridine-3-carboxaldehyde), C(C)(=O)O[BH-](OC(C)=O)OC(C)=O.[Na+] (sodium triacetoxyborohydride). The solvent is ClC(C)Cl (dichloroethane). Product: Cl.Cl.C(CCC)[C@@H]1N(CCN(C1)C(=O)C1=CC=CC2=CC=CC=C12)CC=1C=NC=CC1 (2(S)-Butyl-4-(1-naphthoyl)-1-(3-pyridylmethyl)piperazine dihydrochloride). Reaction SMILES: [ClH:1].[CH2:2]([C@@H:6]1[NH:11][CH2:10][CH2:9][N:8]([C:12]([C:14]2[C:23]3[C:18](=[CH:19][CH:20]=[CH:21][CH:22]=3)[CH:17]=[CH:16][CH:15]=2)=[O:13])[CH2:7]1)[CH2:3][CH2:4][CH3:5].[N:24]1[CH:29]=[CH:28][CH:27]=[C:26]([CH:30]=O)[CH:25]=1.C(O[BH-](OC(=O)C)OC(=O)C)(=O)C.[Na+]>ClC(Cl)C>[ClH:1].[ClH:1].[CH2:2]([C@H:6]1[CH2:7][N:8]([C:12]([C:14]2[C:23]3[C:18](=[CH:19][CH:20]=[CH:21][CH:22]=3)[CH:17]=[CH:16][CH:15]=2)=[O:13])[CH2:9][CH2:10][N:11]1[CH2:30][C:26]1[CH:25]=[N:24][CH:29]=[CH:28][CH:27]=1)[CH2:3][CH2:4][CH3:5] |f:0.1,3.4,6.7.8|. Procedure details: 3(S)-Butyl-1-(1-naphthoyl)piperazine hydrochloride (0.200 g, 0.601 mmol) was reacted with pyridine-3-carboxaldehyde (0.062 mL, 0.661 mmol), sodium triacetoxyborohydride (0.321 g, 1.52 mmol), in dichloroethane (7 mL) at pH 5-6 in the presence of crushed molecular sieves as described in Example 8, Step A. The crude product was purified by silica gel chromatography with 30% acetone in hexane, followed by preparative HPLC (80-75% solvent A). After ion exchange, the title compound was isolated. FAB m... Reactants: IC1=CC=C2C=CC(=CC2=C1)S(=O)(=O)N (7-iodonaphthalene-2-sulfonamide), [O-]C1=CC=C2C=CC(=CC2=C1)S(=O)(=O)[O-].[Na+].[Na+] (sodium 7-oxidonaphthalene-2-sulfonate). Product: OC1=CC=C2C=CC(=CC2=C1)S(=O)(=O)N (7-Hydroxynaphthalene-2-sulfonamide). Yield: 5.0%. Reaction SMILES: I[C:2]1[CH:11]=[C:10]2[C:5]([CH:6]=[CH:7][C:8]([S:12]([NH2:15])(=[O:14])=[O:13])=[CH:9]2)=[CH:4][CH:3]=1.[O-:16]C1C=C2C(C=CC(S([O-])(=O)=O)=C2)=CC=1.[Na+].[Na+]>>[OH:16][C:2]1[CH:11]=[C:10]2[C:5]([CH:6]=[CH:7][C:8]([S:12]([NH2:15])(=[O:14])=[O:13])=[CH:9]2)=[CH:4][CH:3]=1 |f:1.2.3|. Reported procedure: Following a procedure analogous to that for the synthesis of Intermediate 11, sodium 7-oxidonaphthalene-2-sulfonate (Pfaltz and Bauer, 1.00 g, 3.73 mmol) was converted to the title compound (40 mg, 5%) after purification using preparative HPLC. 1H NMR (DMSO-d6) δ 8.17 (s, 1H), 7.95 (d, J=8.6 Hz, 1H), 7.87 (d, J=8.8 Hz, 2H), 7.62 (dd, J=8.6, 1.8 Hz, 1H), 7.35 (s, 2H), 7.28 (d, J=2.2 Hz, 1H), 7.23 (dd, J=8.9, 2.3 Hz, 1H); MS(ESI−) m/z 236.3 (M−H)−. The reactants are OC1=CC=CC=2CC3=CC=CC(=C3C(C12)=O)O (1,8-Dihydroxy-9-anthrone), BrBr (bromine). Run in C(=S)=S (carbon disulphide). Run at temperature 50 celsius. Product: BrC1C=2C=CC=C(C2C(C2=C(C=CC=C12)O)=O)O (10-bromo-1,8-dihydroxy-9-anthrone). Yield: 77.6%. Reaction SMILES: [OH:1][C:2]1[C:15]2[C:14](=[O:16])[C:13]3[C:8](=[CH:9][CH:10]=[CH:11][C:12]=3[OH:17])[CH2:7][C:6]=2[CH:5]=[CH:4][CH:3]=1.[Br:18]Br>C(=S)=S>[Br:18][CH:7]1[C:6]2[C:15](=[C:2]([OH:1])[CH:3]=[CH:4][CH:5]=2)[C:14](=[O:16])[C:13]2[C:12]([OH:17])=[CH:11][CH:10]=[CH:9][C:8]1=2. Procedure details: 1,8-Dihydroxy-9-anthrone (17.3 g) was dissolved in carbon disulphide (1.25 liter) by heating, and the solution was treated dropwise with 18.5 g of bromine with stirring at 50° C. The solution was left stirring at that temperature overnight, then cooled to room temperature and concentrated to one tenth of its volume by removal of the solvent under reduced pressure. The yellow precipitate was filtered off, dried and recrystallised from a petroleum ether (boiling point 40°-60° C.)/chloroform mixtur... Reactants: NC1CCCC1Oc1ccc(Br)cc1, ClCCl, CC(C)S(=O)(=O)Cl, CN(C)c1ccncc1, Cl, C1CCC2=NCCCN2CC1. Yields the product CC(C)S(=O)(=O)NC1CCCC1Oc1ccc(Br)cc1. Reaction SMILES: [Br:1][c:2]1[cH:3][cH:4][c:5]([O:6][CH:7]2[CH:8]([NH2:12])[CH2:9][CH2:10][CH2:11]2)[cH:13][cH:14]1.[CH2:34]([Cl:35])[Cl:36].[CH3:26][CH:27]([CH3:28])[S:29](=[O:30])(=[O:31])[Cl:32].[CH3:37][N:38]([CH3:39])[c:40]1[cH:41][cH:42][n:43][cH:44][cH:45]1.[ClH:33].[N:15]12[CH2:16][CH2:17][CH2:18][N:19]=[C:20]1[CH2:21][CH2:22][CH2:23][CH2:24][CH2:25]2>>[Br:1][c:2]1[cH:3][cH:4][c:5]([O:6][CH:7]2[CH:8]([NH:12][S:29]([CH:27]([CH3:26])[CH3:28])(=[O:30])=[O:31])[CH2:9][CH2:10][CH2:11]2)[cH:13][cH:14]1. The reactants are O1CCN(CC1)C1=CCCCC1 (1-morpholinocyclohexene), P(O)(O)O (phosphorous acid). Yields the product C1(CCCCC1)N1CCOCC1 (N-cyclohexylmorpholine). Isolated yield 91.0%. As a reaction SMILES: [O:1]1[CH2:6][CH2:5][N:4]([C:7]2[CH2:12][CH2:11][CH2:10][CH2:9][CH:8]=2)[CH2:3][CH2:2]1.P(O)(O)O>>[CH:7]1([N:4]2[CH2:5][CH2:6][O:1][CH2:2][CH2:3]2)[CH2:12][CH2:11][CH2:10][CH2:9][CH2:8]1. Reported procedure: 1-morpholinocyclohexene (32.3 g; 0.19 mole) and phosphorous acid (15.9 g; 0.19 mole) were heated together with stirring to 100° and maintained for 1 hour. Dilution with water, basification with NaOH and extraction with chloroform gave 29.7 g (91% of N-cyclohexylmorpholine after evaporation of the solvent. ##STR17## Starting materials: C(C)(C)(C)OC(NC1CCC(CC1)NC=1C=2N(C=CN1)C(=CN2)C2=NC(=CC=C2)Br)=O ({4-[3-(6-bromo-pyridin-2-yl)-imidazo[1,2-a]pyrazin-8-ylamino]-cyclohexyl}-carbamic acid tert-butyl ester), C(C)(C)(C)OC(NCCC(C1=CC=CC=C1)N)=O ((3-amino-3-phenyl-propyl)-carbamic acid tert-butyl ester), CN(C)C1=CC=CC=C1C2=CC=CC=C2P(C3CCCCC3)C4CCCCC4 (Davephos), C(=O)([O-])[O-].[K+].[K+] (K2CO3). The reagents and catalysts are C=1C=CC(=CC1)/C=C/C(=O)/C=C/C2=CC=CC=C2.C=1C=CC(=CC1)/C=C/C(=O)/C=C/C2=CC=CC=C2.C=1C=CC(=CC1)/C=C/C(=O)/C=C/C2=CC=CC=C2.[Pd].[Pd] (Pd2(dba)3). Solvent: O1CCOCC1 (dioxane). Reaction conditions: temperature 130 celsius. The product is C(C)(C)(C)OC(NC1CCC(CC1)NC=1C=2N(C=CN1)C(=CN2)C2=NC(=CC=C2)NC(CCNC(=O)OC(C)(C)C)C2=CC=CC=C2)=O ((4-{3-[6-(3-tert-butoxycarbonylamino-1-phenyl-propylamino)-pyridin-2-yl]-imidazo[1,2-a]pyrazin-8-ylamino}-cyclohexyl)-carbamic acid tert-butyl ester). RXN SMILES: [C:1]([O:5][C:6](=[O:31])[NH:7][CH:8]1[CH2:13][CH2:12][CH:11]([NH:14][C:15]2[C:16]3[N:17]([C:21]([C:24]4[CH:29]=[CH:28][CH:27]=[C:26](Br)[N:25]=4)=[CH:22][N:23]=3)[CH:18]=[CH:19][N:20]=2)[CH2:10][CH2:9]1)([CH3:4])([CH3:3])[CH3:2].[C:32]([O:36][C:37](=[O:49])[NH:38][CH2:39][CH2:40][CH:41]([NH2:48])[C:42]1[CH:47]=[CH:46][CH:45]=[CH:44][CH:43]=1)([CH3:35])([CH3:34])[CH3:33].CN(C1C(C2C(P(C3CCCCC3)C3CCCCC3)=CC=CC=2)=CC=CC=1)C.C([O-])([O-])=O.[K+].[K+]>O1CCOCC1.C1C=CC(/C=C/C(/C=C/C2C=CC=CC=2)=O)=CC=1.C1C=CC(/C=C/C(/C=C/C2C=CC=CC=2)=O)=CC=1.C1C=CC(/C=C/C(/C=C/C2C=CC=CC=2)=O)=CC=1.[Pd].[Pd]>[C:1]([O:5][C:6](=[O:31])[NH:7][CH:8]1[CH2:13][CH2:12][CH:11]([NH:14][C:15]2[C:16]3[N:17]([C:21]([C:24]4[CH:29]=[CH:28][CH:27]=[C:26]([NH:48][CH:41]([C:42]5[CH:43]=[CH:44][CH:45]=[CH:46][CH:47]=5)[CH2:40][CH2:39][NH:38][C:37]([O:36][C:32]([CH3:35])([CH3:34])[CH3:33])=[O:49])[N:25]=4)=[CH:22][N:23]=3)[CH:18]=[CH:19][N:20]=2)[CH2:10][CH2:9]1)([CH3:4])([CH3:3])[CH3:2] |f:3.4.5,7.8.9.10.11|. Procedure: A mixture of {4-[3-(6-bromo-pyridin-2-yl)-imidazo[1,2-a]pyrazin-8-ylamino]-cyclohexyl}-carbamic acid tert-butyl ester (from Example 40 supra) (0.487 g, 1.0 mmol), (3-amino-3-phenyl-propyl)-carbamic acid tert-butyl ester (from Example 53 supra) (0.375 g, 1.5 mmol), Pd2(dba)3 (60 mg), Davephos (80 mg), K2CO3 (207 mg, 1.5 mmol) in dioxane (25 mL) in a sealed tube was bubbled with N2 for several minutes and then heated under N2 at 130° C. for 15 hours. The solution was then cooled to room temperatur... Starting materials: C12C(CC(CC1)C2)CN(C(C(Cl)(Cl)Cl)=O)C2=C(C(=O)C1=CC=CC=C1)C=C(C=C2)[N+](=O)[O-] (2-[ N-(2-norbornylmethyl)trichloroacetamido]-5-nitrobenzophenone), C(C)(=O)[O-].[NH4+] (ammonium acetate), C(C)(=O)[O-].[NH4+] (ammonium acetate). Run in C(C)(C)(C)O (tert-butyl alcohol). Reaction conditions: time 8 hour. The product is C12C(CC(CC1)C2)CN2C(N=C(C1=CC(=CC=C21)[N+](=O)[O-])C2=CC=CC=C2)=O (1-(2-norbornylmethyl)-4-phenyl-6-nitro-2(1H)-quinazolinone). Reaction SMILES: [CH:1]12[CH2:7][CH:4]([CH2:5][CH2:6]1)[CH2:3][CH:2]2[CH2:8][N:9]([C:16]1[CH:29]=[CH:28][C:27]([N+:30]([O-:32])=[O:31])=[CH:26][C:17]=1[C:18]([C:20]1[CH:25]=[CH:24][CH:23]=[CH:22][CH:21]=1)=O)[C:10](=[O:15])C(Cl)(Cl)Cl.C([O-])(=O)C.[NH4+:37]>C(O)(C)(C)C>[CH:1]12[CH2:7][CH:4]([CH2:5][CH2:6]1)[CH2:3][CH:2]2[CH2:8][N:9]1[C:16]2[C:17](=[CH:26][C:27]([N+:30]([O-:32])=[O:31])=[CH:28][CH:29]=2)[C:18]([C:20]2[CH:25]=[CH:24][CH:23]=[CH:22][CH:21]=2)=[N:37][C:10]1=[O:15] |f:1.2|. Procedure: To a solution of 2.5 g of 2-[ N-(2-norbornylmethyl)trichloroacetamido]-5-nitrobenzophenone in 50 ml of tert-butyl alcohol was added 2 g of ammonium acetate and the resulting mixture was heated under reflux for 7 hours. Then 2 g of ammonium acetate was added thereto and the reaction was continued for additional 8 hours. The solvent was removed under reduced pressure, and the residue was extracted with chloroform. The chloroform extract was washed with water, dried over anhydrous sodium sulfate, a...